describe an organic reaction: reactants, conditions, products, and yield From a dataset of the Open Reaction Database (ORD), a public repository of structured organic reaction records. Starting materials: NC=1C(OC2=CC=CC=C2C1)=O (3-aminocoumarin), C(C)OC=C(C(=O)OCC)C(=O)OCC (diethyl ethoxymethylenemalonate). Run at temperature 120 celsius. Product: C(C)OC(C(C(=O)OCC)=CNC=1C(OC2=C(C1)C=CC=C2)=O)=O (Diethyl{[(2-oxo-2H-1-benzopyran-3-yl)amino]methylene}malonate). Isolated yield 89.2%. As a reaction SMILES: [NH2:1][C:2]1[C:3](=[O:12])[O:4][C:5]2[C:10]([CH:11]=1)=[CH:9][CH:8]=[CH:7][CH:6]=2.C(O[CH:16]=[C:17]([C:23]([O:25][CH2:26][CH3:27])=[O:24])[C:18]([O:20][CH2:21][CH3:22])=[O:19])C>>[CH2:21]([O:20][C:18](=[O:19])[C:17](=[CH:16][NH:1][C:2]1[C:3](=[O:12])[O:4][C:5]2[CH:6]=[CH:7][CH:8]=[CH:9][C:10]=2[CH:11]=1)[C:23]([O:25][CH2:26][CH3:27])=[O:24])[CH3:22]. Procedure details: A mixture of 3-aminocoumarin (30.0 g, 0.186 mole) and diethyl ethoxymethylenemalonate (75.0 g, 0.347 mole) is heated at 120° C. for 4 hours under nitrogen. The reaction mixture is cooled and triturated with hexane. The product is filtered off and washed with hexane. Recrystallization from ethyl acetate gives white crystals (55.0 g, 89%), mp. 134-135.